Dataset: the Open Reaction Database (ORD), a public repository of structured organic reaction records. Task: describe an organic reaction: reactants, conditions, products, and yield Starting materials: C1(=CCCCC1)CCN=C=S (2-(1-cyclohexenyl)ethyl isothiocyanate), NC=1SC2=C(N1)C=CC=C2 (2-aminobenzothiazole), C(C)(=O)OCC (ethyl acetate). The solvent is CN(C=O)C (N,N-dimethylformamide). Product: C1(=CCCCC1)CCNC(=S)NC=1SC2=C(N1)C=CC=C2 (N-(2-[1-cyclohexenyl]ethyl)-N'-[2-benzothiazolyl]thiourea). Yield: 40.5%. Reaction SMILES: [C:1]1([CH2:7][CH2:8][N:9]=[C:10]=[S:11])[CH2:6][CH2:5][CH2:4][CH2:3][CH:2]=1.[NH2:12][C:13]1[S:14][C:15]2[CH:21]=[CH:20][CH:19]=[CH:18][C:16]=2[N:17]=1.C(OCC)(=O)C>CN(C)C=O>[C:1]1([CH2:7][CH2:8][NH:9][C:10]([NH:12][C:13]2[S:14][C:15]3[CH:21]=[CH:20][CH:19]=[CH:18][C:16]=3[N:17]=2)=[S:11])[CH2:6][CH2:5][CH2:4][CH2:3][CH:2]=1. Procedure details: A solution of 2-(1-cyclohexenyl)ethyl isothiocyanate (3.3 g, 20 mmol) and 2-aminobenzothiazole (3.0 g, 20 mmol) in N,N-dimethylformamide (50 mL) was heated at 100° C. for 17.5 h. The reaction was cooled to room temperature, poured into ethyl acetate, washed with water, 1N aqueous HCl, water, saturated sodium bicarbonate, and brine. The organic layer was concentrated and the residue recrystallized from ethyl acetate to provide 2.57 g (40%) of the title product: